The task is: describe an organic reaction: reactants, conditions, products, and yield. This data is from the Open Reaction Database (ORD), a public repository of structured organic reaction records. The reactants are CO, [K+], [OH-], O, COc1ncnc2c1c(Cc1ccc(NCc3ccccc3Cl)nc1F)cn2S(=O)(=O)c1ccccc1. Reaction SMILES: [CH3:41][OH:42].[K+:39].[OH-:38].[OH2:40].[c:1]1([S:2](=[O:3])(=[O:4])[n:10]2[cH:11][c:12]([CH2:21][c:22]3[cH:23][cH:24][c:25]([NH:29][CH2:30][c:31]4[c:32]([Cl:37])[cH:33][cH:34][cH:35][cH:36]4)[n:26][c:27]3[F:28])[c:13]3[c:14]2[n:15][cH:16][n:17][c:18]3[O:19][CH3:20])[cH:5][cH:6][cH:7][cH:8][cH:9]1>>[nH:10]1[cH:11][c:12]([CH2:21][c:22]2[cH:23][cH:24][c:25]([NH:29][CH2:30][c:31]3[c:32]([Cl:37])[cH:33][cH:34][cH:35][cH:36]3)[n:26][c:27]2[F:28])[c:13]2[c:14]1[n:15][cH:16][n:17][c:18]2[O:19][CH3:20]. The product is COc1ncnc2[nH]cc(Cc3ccc(NCc4ccccc4Cl)nc3F)c12. Starting materials: [Li+].[OH-] (LiOH), O (water), C(C)OC(=O)C1=NN(C(=C1)CCC)CC1=CC=C(C=C1)C1=C(C=CC=C1)S(N)(=O)=O (5-Propyl-1-(2′-sulfamoylbiphenyl-4-ylmethyl)-1H-pyrazole-3-carboxylic acid ethyl ester), C(Cl)Cl (methylene chloride), ClC(=O)OC (Methyl chloroformate), CCN(C(C)C)C(C)C (DIPEA). Solvent: C1CCOC1 (THF), CCO (EtOH). Reaction conditions: time 2 hour. The product is COC(=O)NS(=O)(=O)C1=C(C=CC=C1)C1=CC=C(C=C1)CN1N=C(C=C1CCC)C(=O)O (1-((2′-(N-(methoxycarbonyl)sulfamoyl)biphenyl-4-yl)methyl)-5-propyl-1H-pyrazole-3-carboxylic acid). Reaction SMILES: C([O:3][C:4]([C:6]1[CH:10]=[C:9]([CH2:11][CH2:12][CH3:13])[N:8]([CH2:14][C:15]2[CH:20]=[CH:19][C:18]([C:21]3[CH:26]=[CH:25][CH:24]=[CH:23][C:22]=3[S:27](=[O:30])(=[O:29])[NH2:28])=[CH:17][CH:16]=2)[N:7]=1)=[O:5])C.C(Cl)Cl.Cl[C:35]([O:37][CH3:38])=[O:36].CCN(C(C)C)C(C)C.[Li+].[OH-].O>C1COCC1.CCO>[CH3:38][O:37][C:35]([NH:28][S:27]([C:22]1[CH:23]=[CH:24][CH:25]=[CH:26][C:21]=1[C:18]1[CH:19]=[CH:20][C:15]([CH2:14][N:8]2[C:9]([CH2:11][CH2:12][CH3:13])=[CH:10][C:6]([C:4]([OH:3])=[O:5])=[N:7]2)=[CH:16][CH:17]=1)(=[O:30])=[O:29])=[O:36] |f:4.5|. Procedure: 5-Propyl-1-(2′-sulfamoylbiphenyl-4-ylmethyl)-1H-pyrazole-3-carboxylic acid ethyl ester (80 mg, 0.2 mmol) was dissolved in methylene chloride (2.0 mL, 30.6 mmol). Methyl chloroformate (17.4 μL, 224 μmol) was added, along with DIPEA (81.5 μL, 468 μmol). The mixture was stirred at room temperature for 2 hours. 1 M LiOH in water (1.5 mL, 1.50 mmol) and THF:EtOH 2:1 mL were added and the resulting mixture was stirred for 2 hours. The reaction was quenched with 1 N HCl and DCM (4 mL) was added. The or...